This data is from the Open Reaction Database (ORD), a public repository of structured organic reaction records. The task is: describe an organic reaction: reactants, conditions, products, and yield Reactants: ClCCl, O=S(=O)(OS(=O)(=O)C(F)(F)F)C(F)(F)F, CC1C(c2cc(C(F)(F)F)cc(C(F)(F)F)c2)OC(=O)N1Cc1nccnc1O, Cc1cccc(C)n1. Yields the product CC1C(c2cc(C(F)(F)F)cc(C(F)(F)F)c2)OC(=O)N1Cc1nccnc1OS(=O)(=O)C(F)(F)F. Reaction SMILES: [Cl:53][CH2:54][Cl:55].[F:1][C:2]([S:3](=[O:4])(=[O:5])[O:8][S:9](=[O:10])(=[O:11])[C:12]([F:13])([F:14])[F:15])([F:6])[F:7].[F:24][C:25]([c:26]1[cH:27][c:28]([CH:36]2[CH:37]([CH3:50])[N:38]([CH2:42][c:43]3[n:44][cH:45][cH:46][n:47][c:48]3[OH:49])[C:39](=[O:41])[O:40]2)[cH:29][c:30]([C:32]([F:33])([F:34])[F:35])[cH:31]1)([F:51])[F:52].[n:16]1[c:17]([CH3:18])[cH:19][cH:20][cH:21][c:22]1[CH3:23]>>[O:8]([S:9](=[O:10])(=[O:11])[C:12]([F:13])([F:14])[F:15])[c:48]1[c:43]([CH2:42][N:38]2[CH:37]([CH3:50])[CH:36]([c:28]3[cH:27][c:26]([C:25]([F:24])([F:51])[F:52])[cH:31][c:30]([C:32]([F:33])([F:34])[F:35])[cH:29]3)[O:40][C:39]2=[O:41])[n:44][cH:45][cH:46][n:47]1. Starting materials: COC(=O)c1nc(-c2cccc(N3CC4CCCN4c4nc(SC)ncc4C3=O)c2)no1, CO, CO, N. Yields the product CSc1ncc2c(n1)N1CCCC1CN(c1cccc(-c3noc(C(N)=O)n3)c1)C2=O. RXN SMILES: [CH3:1][S:2][c:3]1[n:4][cH:5][c:6]2[c:7]([n:32]1)[N:8]1[CH2:9][CH2:10][CH2:11][CH:12]1[CH2:13][N:14]([c:17]1[cH:18][c:19](-[c:23]3[n:24][o:25][c:26]([C:28]([O:30][CH3:29])=[O:31])[n:27]3)[cH:20][cH:21][cH:22]1)[C:15]2=[O:16].[CH3:33][OH:34].[CH3:36][OH:37].[NH3:35]>>[CH3:1][S:2][c:3]1[n:4][cH:5][c:6]2[c:7]([n:32]1)[N:8]1[CH2:9][CH2:10][CH2:11][CH:12]1[CH2:13][N:14]([c:17]1[cH:18][c:19](-[c:23]3[n:24][o:25][c:26]([C:28](=[O:30])[NH2:35])[n:27]3)[cH:20][cH:21][cH:22]1)[C:15]2=[O:16]. The reactants are CC1(OC2=C(C3C1O3)C=C(C=C2)S(=O)(=O)N2CCCC3=CC=CC=C23)C (1,2,3,4-Tetrahydro-1-[(1a,7b-dihydro-2,2-dimethyl-2H-oxireno[c][1]benzopyran-6-yl)sulphonyl]quinoline), N (ammonia). The solvent is C(C)O (ethanol). Run at temperature 90 celsius. Yields the product N[C@H]1[C@@H](C(OC2=C1C=C(C=C2)S(=O)(=O)N2CCCC1=CC=CC=C21)(C)C)O (trans-1,2,3,4-Tetrahydro-1-[(4-amino-3,4-dihydro-2,2-dimethyl-3-hydroxy-2H-1-benzopyran-6-yl)sulphonyl]quinoline). Reaction SMILES: [CH3:1][C:2]1([CH3:26])[CH:7]2[O:8][CH:6]2[C:5]2[CH:9]=[C:10]([S:13]([N:16]3[C:25]4[C:20](=[CH:21][CH:22]=[CH:23][CH:24]=4)[CH2:19][CH2:18][CH2:17]3)(=[O:15])=[O:14])[CH:11]=[CH:12][C:4]=2[O:3]1.[NH3:27]>C(O)C>[NH2:27][C@@H:6]1[C:5]2[CH:9]=[C:10]([S:13]([N:16]3[C:25]4[C:20](=[CH:21][CH:22]=[CH:23][CH:24]=4)[CH2:19][CH2:18][CH2:17]3)(=[O:14])=[O:15])[CH:11]=[CH:12][C:4]=2[O:3][C:2]([CH3:1])([CH3:26])[C@H:7]1[OH:8]. Reported procedure: Intermediate 2a (3.49 g, 9.4 mmol) is treated with a saturated solution of ammonia in ethanol (60 mL) and heated at 90° C. in an autoclave for 15 hours. The solvent is evaporated off under reduced pressure to yield the crude product which is purified by chromatography on silica gel, eluent 25% aqueous NH3 --MeOH--tBuOMe (1:5:94) to give the title compound as a foam, having the following physical characteristics: Starting materials: CS(=O)(=O)C1=NNC=N1 (3-methylsulphonyl-1,2,4-triazole), C(C=C)N(C(=O)Cl)CC=C (diallylcarbamoyl chloride), O1CCCC1 (tetrahydrofuran). Solvent: C(C)N(CC)CC (triethylamine). Yields the product C(C=C)N(C(=O)N1N=C(N=C1)S(=O)(=O)C)CC=C (1-diallylcarbamoyl-3-methylsulphonyl-1,2,4-triazole). RXN SMILES: [CH3:1][S:2]([C:5]1[N:9]=[CH:8][NH:7][N:6]=1)(=[O:4])=[O:3].[CH2:10]([N:13]([CH2:17][CH:18]=[CH2:19])[C:14](Cl)=[O:15])[CH:11]=[CH2:12].O1CCCC1>C(N(CC)CC)C>[CH2:10]([N:13]([CH2:17][CH:18]=[CH2:19])[C:14]([N:7]1[CH:8]=[N:9][C:5]([S:2]([CH3:1])(=[O:4])=[O:3])=[N:6]1)=[O:15])[CH:11]=[CH2:12]. Reported procedure: A mixture of 4.1 g. 3-methylsulphonyl-1,2,4-triazole, 4.75 g. diallylcarbamoyl chloride, 20 ml. dry tetrahydrofuran and 5.5 ml. dry triethylamine was refluxed under anhydrous conditions for 1 hour. The reaction mixture was filtered and the filtrate was distilled to dryness under reduced pressure. The solid residue was recrystallized from a mixture of toluene and petroleum ether (b.p. 40° - 60° C.) to give 1-diallylcarbamoyl-3-methylsulphonyl-1,2,4-triazole, m.p. 52° - 54° C. Elemental analysis s...